The task is: describe an organic reaction: reactants, conditions, products, and yield. This data is from the Open Reaction Database (ORD), a public repository of structured organic reaction records. Reactants: C1=CN(C=N1)C(=O)N2C=CN=C2 (CDI), alcohol, CS(=O)(=O)Cl (methanesulfonyl chloride), peptide, N1=CC=CC=C1 (pyridine). Solvent: C1CCOC1 (THF), C(Cl)Cl (CH2Cl2). Run at time 17 hour. Yields the product N1CC(CCC1)COS(=O)(=O)C (Methanesulfonic Acid Piperidin-3-ylmethyl Ester). Reaction SMILES: C1N=CN([C:6](N2C=NC=C2)=[O:7])C=1.[CH3:13][S:14](Cl)(=[O:16])=[O:15].[N:18]1[CH:23]=[CH:22][CH:21]=[CH:20][CH:19]=1>C1COCC1.C(Cl)Cl>[NH:18]1[CH2:23][CH2:22][CH2:21][CH:20]([CH2:6][O:7][S:14]([CH3:13])(=[O:16])=[O:15])[CH2:19]1. Procedure: To the Wang resin (12 g, 1.1 mmol/g) in a 250 mL peptide synthesis vessel was added 120 mL of 0.4 N CDI in anhydrous THF, and shaken at room temperature for 17 hours. The resin was thoroughly washed with CH2Cl2 (3×100 mL ) and THF (3×100 mL) to remove the excess CDI and then treated with 120 mL of 0.4 N 3-piperidinemethanol in THF at room temperature for 17 hours. The resulting resin 1 was washed with DMF (3×100 mL), MeOH (4×100 mL), and CH2Cl2 (4×100 mL) and dried in vacuo. To the alcohol resin... The reactants are C(C)OC(=O)C=1OC2=C(C1)C=C(C=C2)OCC2=CC=CC=C2 (5-Benzyloxy-benzofuran-2-carboxylic acid ethyl ester), CC[Mg+].[Br-] (EtMgBr), C1CCOC1 (THF). Yields the product C(C1=CC=CC=C1)OC=1C=CC2=C(C=C(O2)C(CC)(CC)O)C1 (3-(5-Benzyloxy-benzofuran-2-yl)-pentan-3-ol). Yield: 97.0%. As a reaction SMILES: C(O[C:4]([C:6]1[O:7][C:8]2[CH:14]=[CH:13][C:12]([O:15][CH2:16][C:17]3[CH:22]=[CH:21][CH:20]=[CH:19][CH:18]=3)=[CH:11][C:9]=2[CH:10]=1)=[O:5])C.[CH3:23][CH2:24][Mg+].[Br-].[CH2:27]1COC[CH2:28]1>>[CH2:16]([O:15][C:12]1[CH:13]=[CH:14][C:8]2[O:7][C:6]([C:4]([OH:5])([CH2:23][CH3:24])[CH2:27][CH3:28])=[CH:10][C:9]=2[CH:11]=1)[C:17]1[CH:18]=[CH:19][CH:20]=[CH:21][CH:22]=1 |f:1.2|. Procedure: 5-Benzyloxy-benzofuran-2-carboxylic acid ethyl ester (6.02 g, 20.3 mmol) and EtMgBr (20.3 mL, 3.0 M) in THF (100 mL) are reacted analogous to Example 18-B to give the title compound (6.10 g, 97%). Starting materials: C1(CC1)N1C=C(C(C2=CC(=C(C(=C12)COC(C)=O)N1CCOCC1)F)=O)C(=O)OCC (ethyl 1-cyclopropyl-7-morpholino-6-fluoro-8-acetoxymethyl-1,4-dihydro-4-oxoquinoline-3-carboxylate), C([O-])([O-])=O.[K+].[K+] (potassium carbonate). Run in O (water), C(C)O (ethanol). Conditions: time 4 hour. The product is C1(CC1)N1C=C(C(C2=CC(=C(C(=C12)CO)N1CCOCC1)F)=O)C(=O)OCC (ethyl 1-cyclopropyl-7-morpholino-6-fluoro-8-hydroxymethyl-1,4-dihydro-4-oxoquinoline-3-carboxylate). Yield: 71.1%. RXN SMILES: [CH:1]1([N:4]2[C:13]3[C:8](=[CH:9][C:10]([F:25])=[C:11]([N:19]4[CH2:24][CH2:23][O:22][CH2:21][CH2:20]4)[C:12]=3[CH2:14][O:15]C(=O)C)[C:7](=[O:26])[C:6]([C:27]([O:29][CH2:30][CH3:31])=[O:28])=[CH:5]2)[CH2:3][CH2:2]1.C(=O)([O-])[O-].[K+].[K+]>C(O)C.O>[CH:1]1([N:4]2[C:13]3[C:8](=[CH:9][C:10]([F:25])=[C:11]([N:19]4[CH2:20][CH2:21][O:22][CH2:23][CH2:24]4)[C:12]=3[CH2:14][OH:15])[C:7](=[O:26])[C:6]([C:27]([O:29][CH2:30][CH3:31])=[O:28])=[CH:5]2)[CH2:2][CH2:3]1 |f:1.2.3|. Reported procedure: To a solution of ethyl 1-cyclopropyl-7-morpholino-6-fluoro-8-acetoxymethyl-1,4-dihydro-4-oxoquinoline-3-carboxylate (550 mg) in ethanol (10 ml) is added 2N aqueous potassium carbonate (1 ml), and the mixture is stirred at room temperature for 4 hours. The reaction mixture is diluted with water and extracted with dichloromethane. The extract is dried and concentrated. The residue is crystallized by adding thereto diethyl ether to give ethyl 1-cyclopropyl-7-morpholino-6-fluoro-8-hydroxymethyl-1,4-... The product is Nc1ccc2[nH]c(-c3ccccn3)cc2c1. Starting materials: CCO, O=[N+]([O-])c1ccc2[nH]c(-c3ccccn3)cc2c1, O, Cl[Sn]Cl. As a reaction SMILES: [CH3:23][CH2:24][OH:25].[N+:1]([O-:2])(=[O:3])[c:4]1[cH:5][c:6]2[cH:7][c:8](-[c:13]3[n:14][cH:15][cH:16][cH:17][cH:18]3)[nH:9][c:10]2[cH:11][cH:12]1.[OH2:22].[Sn:19]([Cl:20])[Cl:21]>>[NH2:1][c:4]1[cH:5][c:6]2[cH:7][c:8](-[c:13]3[n:14][cH:15][cH:16][cH:17][cH:18]3)[nH:9][c:10]2[cH:11][cH:12]1.